This data is from the Open Reaction Database (ORD), a public repository of structured organic reaction records. The task is: describe an organic reaction: reactants, conditions, products, and yield Reactants: C=C(C)N1CCCC(CCC2CCN(C(=O)OC(C)(C)C)CC2)S1(=O)=O, C1CCOC1, CCOC(C)=O, O=[Os](=O)(=O)=O, O. The product is CC(C)(C)OC(=O)N1CCC(CCC2CCCN(CC=O)S2(=O)=O)CC1. RXN SMILES: [C:1](=[O:2])([O:3][C:4]([CH3:5])([CH3:6])[CH3:7])[N:8]1[CH2:9][CH2:10][CH:11]([CH2:14][CH2:15][CH:16]2[CH2:17][CH2:18][CH2:19][N:20]([C:24]([CH3:25])=[CH2:26])[S:21]2(=[O:22])=[O:23])[CH2:12][CH2:13]1.[CH2:27]1[CH2:30][CH2:29][CH2:28][O:31]1.[CH3:33][CH2:34][O:35][C:36](=[O:37])[CH3:38].[O:39]=[Os:40](=[O:41])(=[O:42])=[O:43].[OH2:32]>>[C:1](=[O:2])([O:3][C:4]([CH3:5])([CH3:6])[CH3:7])[N:8]1[CH2:9][CH2:10][CH:11]([CH2:14][CH2:15][CH:16]2[CH2:17][CH2:18][CH2:19][N:20]([CH2:24][CH:26]=[O:31])[S:21]2(=[O:22])=[O:23])[CH2:12][CH2:13]1.